Dataset: the Open Reaction Database (ORD), a public repository of structured organic reaction records. Task: describe an organic reaction: reactants, conditions, products, and yield Starting materials: C(C)OC(=O)C=1C=C2C(=C(C=NC2=CC1)C#N)C=1C=NC=CC1 (3-cyano-4-pyridin-3-yl-quinoline-6-carboxylic acid ethyl ester), [H-] (hydride). Yields the product OCC=1C=C2C(=C(C=NC2=CC1)C#N)C=1C=NC=CC1 (6-hydroxymethyl-4-pyridin-3-yl-quinoline-3-carbonitrile). As a reaction SMILES: C([O:3][C:4]([C:6]1[CH:7]=[C:8]2[C:13](=[CH:14][CH:15]=1)[N:12]=[CH:11][C:10]([C:16]#[N:17])=[C:9]2[C:18]1[CH:19]=[N:20][CH:21]=[CH:22][CH:23]=1)=O)C.[H-]>>[OH:3][CH2:4][C:6]1[CH:7]=[C:8]2[C:13](=[CH:14][CH:15]=1)[N:12]=[CH:11][C:10]([C:16]#[N:17])=[C:9]2[C:18]1[CH:19]=[N:20][CH:21]=[CH:22][CH:23]=1. Reported procedure: Similar procedure as described in example 61h was used, starting from 3-cyano-4-pyridin-3-yl-quinoline-6-carboxylic acid ethyl ester (example 63a), and diisobutylaminum hydride to give 6-hydroxymethyl-4-pyridin-3-yl-quinoline-3-carbonitrile. LC-MS m/e 262 (MH+).